describe an organic reaction: reactants, conditions, products, and yield From a dataset of the Open Reaction Database (ORD), a public repository of structured organic reaction records. Starting materials: C([O-])([O-])=O.[K+].[K+] (Potassium carbonate), ClC1=NC=CC(=N1)NC1=CC2=C(C(=C(O2)C)C(=O)NC)C=C1 (6-(2-chloropyrimidin-4-ylamino)-N,2-dimethylbenzofuran-3-carboxamide), CI (methyl iodide). The solvent is CC(=O)C (acetone). Reaction conditions: temperature 60 celsius, time 15 minute. The product is ClC1=NC=CC(=N1)N(C1=CC2=C(C(=C(O2)C)C(=O)NC)C=C1)C (6-((2-chloropyrimidin-4-yl)(methyl)amino)-N,2-dimethylbenzofuran-3-carboxamide). Yield: 22.0%. RXN SMILES: [C:1](=O)([O-])[O-].[K+].[K+].[Cl:7][C:8]1[N:13]=[C:12]([NH:14][C:15]2[CH:28]=[CH:27][C:18]3[C:19]([C:23]([NH:25][CH3:26])=[O:24])=[C:20]([CH3:22])[O:21][C:17]=3[CH:16]=2)[CH:11]=[CH:10][N:9]=1.CI>CC(C)=O>[Cl:7][C:8]1[N:13]=[C:12]([N:14]([CH3:1])[C:15]2[CH:28]=[CH:27][C:18]3[C:19]([C:23]([NH:25][CH3:26])=[O:24])=[C:20]([CH3:22])[O:21][C:17]=3[CH:16]=2)[CH:11]=[CH:10][N:9]=1 |f:0.1.2|. Procedure details: Potassium carbonate (0.75 mmol) was added to a solution of 6-(2-chloropyrimidin-4-ylamino)-N,2-dimethylbenzofuran-3-carboxamide (0.5 mmol) in 5 ml acetone. After 15 mins, methyl iodide (0.5 mmol) was added. The reaction mixture was stirred at 60° C. for 2 days before the solvent was removed in vacuo. THF was added and the residue was filtered and subjected to column chromatography to provide the 6-((2-chloropyrimidin-4-yl)(methyl)amino)-N,2-dimethylbenzofuran-3-carboxamide in a yield of 22%. Reactants: ClCCl, O=S(=O)(Cl)Cl, OCC1Cc2c(ccc3c(-c4ccccc4)noc23)O1. The product is OCC1Cc2c(c(Cl)cc3c(-c4ccccc4)noc23)O1. Reaction SMILES: [CH2:26]([Cl:27])[Cl:28].[S:21]([Cl:22])(=[O:23])([Cl:24])=[O:25].[c:1]1(-[c:7]2[n:8][o:9][c:10]3[c:11]2[cH:12][cH:13][c:14]2[c:15]3[CH2:16][CH:17]([CH2:19][OH:20])[O:18]2)[cH:2][cH:3][cH:4][cH:5][cH:6]1>>[c:1]1(-[c:7]2[n:8][o:9][c:10]3[c:11]2[cH:12][c:13]([Cl:24])[c:14]2[c:15]3[CH2:16][CH:17]([CH2:19][OH:20])[O:18]2)[cH:2][cH:3][cH:4][cH:5][cH:6]1. RXN SMILES: [N+:1]([C:4]1[CH:5]=[C:6]([S:10](Cl)(=[O:12])=[O:11])[CH:7]=[CH:8][CH:9]=1)([O-])=O.[NH:14]([CH3:16])[CH3:15].CCN(C(C)C)C(C)C.Cl[Sn]Cl>C(Cl)Cl.CCOC(C)=O>[CH3:15][N:14]([CH3:16])[S:10]([C:6]1[CH:5]=[C:4]([CH:9]=[CH:8][CH:7]=1)[NH2:1])(=[O:12])=[O:11]. Reported procedure: Following the procedure described in part E of Example 1 (R), (S)-α-[[2-[((1,1-dimethylethyl)dimethylsilyl)oxy]-2-[4-hydroxy-3-[(methylsulfonyl)amino]phenyl]ethyl]amino]-4-methoxybenzeneacetic acid was condensed with 3-[(dimethylamino)sulfonyl]aniline to generate the title compound. The 3-[(dimethylamino)sulfonyl]aniline was prepared by sequential treatment of commercial 3-nitrobenzenesulfonyl chloride with Me2NH in CH2Cl2 containing (i-Pr)2NEt followed by reduction with SnCl2 in EtOAc at 20° C. Run in CCOC(=O)C (EtOAc), C(Cl)Cl (CH2Cl2). Reactants: Cl[Sn]Cl (SnCl2), [N+](=O)([O-])C=1C=C(C=CC1)S(=O)(=O)Cl (3-nitrobenzenesulfonyl chloride), N(C)C (Me2NH), CCN(C(C)C)C(C)C ((i-Pr)2NEt). Yields the product CN(S(=O)(=O)C=1C=C(N)C=CC1)C (3-[(dimethylamino)sulfonyl]aniline). Reactants: CC(=O)O, O=N[O-], CCOC(=O)C1(C(=O)OCC)CCc2nc(N)[nH]c(=O)c2C1, [Na+], O. Yields the product CCOC(=O)C1(C(=O)OCC)CCc2[nH]c(=O)[nH]c(=O)c2C1. As a reaction SMILES: [CH3:27][C:28](=[O:29])[OH:30].[N:23](=[O:24])[O-:25].[NH2:1][c:2]1[n:3][c:4]2[c:9]([c:10](=[O:12])[nH:11]1)[CH2:8][C:7]([C:13](=[O:14])[O:15][CH2:16][CH3:17])([C:18](=[O:19])[O:20][CH2:21][CH3:22])[CH2:6][CH2:5]2.[Na+:26].[OH2:31]>>[c:2]1(=[O:24])[nH:3][c:4]2[c:9]([c:10](=[O:12])[nH:11]1)[CH2:8][C:7]([C:13](=[O:14])[O:15][CH2:16][CH3:17])([C:18](=[O:19])[O:20][CH2:21][CH3:22])[CH2:6][CH2:5]2. The reactants are BrC(C)C1=CC=CC=C1 (1-bromoethyl benzene), C(C)O (ethanol), O(C(=S)[S-])CC.[K+] (Potassium O-ethyl xanthate). Conditions: time 24 hour. Product: O(C(=S)SCC)C(C)C1=CC=CC=C1 ((1-Phenyl Ethyl) Ethyl Xanthate). RXN SMILES: Br[CH:2]([C:4]1[CH:9]=[CH:8][CH:7]=[CH:6][CH:5]=1)[CH3:3].[O:10](CC)[C:11]([S-:13])=[S:12].[K+].[CH2:17](O)[CH3:18]>>[O:10]([CH:2]([C:4]1[CH:9]=[CH:8][CH:7]=[CH:6][CH:5]=1)[CH3:3])[C:11]([S:13][CH2:17][CH3:18])=[S:12] |f:1.2|. Reported procedure: A 500 mL round bottom 3 neck flask was fitted with a magnetic stirrer, nitrogen inlet, and a temperature probe, 1-bromoethyl benzene (20.5 mL) and 200 mL absolute ethanol were added. The reaction flask was placed in an ice/water bath at 0° C. Potassium O-ethyl xanthate was added slowly using a powder funnel rinsed into the reaction flask with an additional 100 mL ethanol. The reaction flask was allowed to stir for an additional 24 hours at room temperature and then 250 mL of purified water was a... Reactants: [Br-], C[Mg+], [Cl-], Nc1nc(Cl)c(Cl)nc1C=O, [NH4+], C1CCOC1. Yields the product CC(O)c1nc(Cl)c(Cl)nc1N. As a reaction SMILES: [Br-:12].[CH3:13][Mg+:14].[Cl-:15].[NH2:1][c:2]1[n:3][c:4]([Cl:11])[c:5]([Cl:10])[n:6][c:7]1[CH:8]=[O:9].[NH4+:16].[O:17]1[CH2:18][CH2:19][CH2:20][CH2:21]1>>[NH2:1][c:2]1[n:3][c:4]([Cl:11])[c:5]([Cl:10])[n:6][c:7]1[CH:8]([OH:9])[CH3:13]. Reactants: ClCCl, O=C(O)COc1ncc(C(=O)Nc2ccc(F)cc2)cn1, O=[N+]([O-])c1ccc(O)cc1. Yields the product O=C(COc1ncc(C(=O)Nc2ccc(F)cc2)cn1)Oc1ccc([N+](=O)[O-])cc1. RXN SMILES: [Cl:32][CH2:33][Cl:34].[F:1][c:2]1[cH:3][cH:4][c:5]([NH:8][C:9](=[O:10])[c:11]2[cH:12][n:13][c:14]([O:17][CH2:18][C:19](=[O:20])[OH:21])[n:15][cH:16]2)[cH:6][cH:7]1.[N+:22](=[O:23])([O-:24])[c:25]1[cH:26][cH:27][c:28]([OH:31])[cH:29][cH:30]1>>[F:1][c:2]1[cH:3][cH:4][c:5]([NH:8][C:9](=[O:10])[c:11]2[cH:12][n:13][c:14]([O:17][CH2:18][C:19]([O:20][c:28]3[cH:27][cH:26][c:25]([N+:22](=[O:23])[O-:24])[cH:30][cH:29]3)=[O:21])[n:15][cH:16]2)[cH:6][cH:7]1. The reactants are ClCCl, COc1ccc(COc2ccc(C)c(C(=O)c3ccc(Nc4ccc(F)cc4C)cc3[N+](=O)[O-])c2)cc1, O=C(O)C(F)(F)F. The product is Cc1cc(F)ccc1Nc1ccc(C(=O)c2cc(O)ccc2C)c([N+](=O)[O-])c1. As a reaction SMILES: [Cl:45][CH2:46][Cl:47].[F:1][c:2]1[cH:3][c:4]([CH3:37])[c:5]([NH:8][c:9]2[cH:10][c:11]([N+:34](=[O:35])[O-:36])[c:12]([C:15](=[O:16])[c:17]3[c:18]([CH3:33])[cH:19][cH:20][c:21]([O:23][CH2:24][c:25]4[cH:26][cH:27][c:28]([O:29][CH3:30])[cH:31][cH:32]4)[cH:22]3)[cH:13][cH:14]2)[cH:6][cH:7]1.[F:38][C:39]([F:40])([F:41])[C:42]([OH:43])=[O:44]>>[F:1][c:2]1[cH:3][c:4]([CH3:37])[c:5]([NH:8][c:9]2[cH:10][c:11]([N+:34](=[O:35])[O-:36])[c:12]([C:15](=[O:16])[c:17]3[c:18]([CH3:33])[cH:19][cH:20][c:21]([OH:23])[cH:22]3)[cH:13][cH:14]2)[cH:6][cH:7]1.